This data is from the Open Reaction Database (ORD), a public repository of structured organic reaction records. The task is: describe an organic reaction: reactants, conditions, products, and yield The reactants are BrC=1C=CC(=C(C1)O)[N+](=O)[O-] (5-bromo-2-nitrophenol), C(=O)(O)C=1C=C(C=CC1)B(O)O (3-carboxyphenylboronic acid), C(=O)(O)C1=CC=C(C=C1)B(O)O (4-carboxyphenylboronic acid). The product is COC1=C(C=CC=C1[N+](=O)[O-])C1=CC(=CC=C1)C(=O)O (2′-methoxy-3′-nitrobiphenyl-3-carboxylic acid). RXN SMILES: Br[C:2]1[CH:3]=[CH:4][C:5]([N+:9]([O-:11])=[O:10])=[C:6]([OH:8])[CH:7]=1.[C:12]([C:15]1[CH:16]=[C:17](B(O)O)[CH:18]=[CH:19][CH:20]=1)([OH:14])=[O:13].[C:24](C1C=CC(B(O)O)=CC=1)(O)=O>>[CH3:24][O:8][C:6]1[C:5]([N+:9]([O-:11])=[O:10])=[CH:4][CH:3]=[CH:2][C:7]=1[C:19]1[CH:18]=[CH:17][CH:16]=[C:15]([C:12]([OH:14])=[O:13])[CH:20]=1. Procedure: Following the procedure of Example 1b), except substituting the compound from Example 2b) for 5-bromo-2-nitrophenol and substituting 3-carboxyphenylboronic acid for 4-carboxyphenylboronic acid, the title compound was prepared (2.13 g; 47%) as a tan powder. 1H NMR (300 MHz, d6-DMSO) δ 8.12 (s, 1H), 8.03 (d, J=7.9 Hz, 1H), 7.94 (dd, J=7.9 Hz, 1.5 Hz, 1H), 7.85 (d, J=7.9 Hz, 1H), 7.76 (dd, J=7.5, 1.5 Hz, 1H), 7.66 (t, J=7.5 Hz, 1H), 7.46 (t, j=7.9 Hz, 1H), 3.46 (s, 3H).